Dataset: the Open Reaction Database (ORD), a public repository of structured organic reaction records. Task: describe an organic reaction: reactants, conditions, products, and yield The product is CCCCN(Cc1cc(C)cc(C(=O)O)c1)C(=O)OC(C)(C)C. As a reaction SMILES: [C:1]([CH3:2])([CH3:3])([CH3:4])[O:5][C:6](=[O:7])[N:8]([CH2:9][CH2:10][CH2:11][CH3:12])[CH2:13][c:14]1[cH:15][c:16]([C:17](=[O:18])[O:19][CH3:20])[cH:21][c:22]([CH3:24])[cH:23]1.[CH3:28][OH:29].[Li+:26].[O:30]1[CH2:31][CH2:32][CH2:33][CH2:34]1.[OH-:27].[OH2:25]>>[C:1]([CH3:2])([CH3:3])([CH3:4])[O:5][C:6](=[O:7])[N:8]([CH2:9][CH2:10][CH2:11][CH3:12])[CH2:13][c:14]1[cH:15][c:16]([C:17](=[O:18])[OH:19])[cH:21][c:22]([CH3:24])[cH:23]1. The reactants are CCCCN(Cc1cc(C)cc(C(=O)OC)c1)C(=O)OC(C)(C)C, CO, [Li+], C1CCOC1, [OH-], O. The reactants are Cc1nc[nH]c1CCl, Cl, O. Yields the product Cc1nc[nH]c1CO, Cl. RXN SMILES: [CH3:2][c:3]1[n:4][cH:5][nH:6][c:7]1[CH2:8][Cl:9].[ClH:1].[OH2:10]>>[CH3:2][c:3]1[n:4][cH:5][nH:6][c:7]1[CH2:8][OH:10].[ClH:9]. The reactants are [OH-].[Li+] (lithium hydroxide), CC1(N(C(N(C1=O)[C@H](C(=O)NC(CC(=O)OCC)C=1C=NC=CC1)CC1CC1)=O)CC1=CC(=C(C=C1)NC(=O)NC1=C(C=CC=C1)C)OC)C (Ethyl 3-((S)-2-(4,4-dimethyl-3-(4-(3-(2-methylphenyl)ureido)-3-methoxybenzyl)-2,5-dioxoimidazolidin-1-yl)-2-(cyclopropylmethyl)acetylamino)-3-(3-pyridyl)propionate), Cl (hydrochloric acid). Run in CO (methanol). Reaction conditions: time 8 hour. Product: Cl.CC1(N(C(N(C1=O)[C@H](C(=O)NC(CC(=O)O)C=1C=NC=CC1)CC1CC1)=O)CC1=CC(=C(C=C1)NC(=O)NC1=C(C=CC=C1)C)OC)C (3-((S)-2-(4,4-Dimethyl-3-(4-(3-(2-methylphenyl)ureido)-3-methoxybenzyl)-2,5-dioxoimidazolidin-1-yl)-2-(cyclopropylmethyl)acetylamino)-3-(3-pyridyl)propionic Acid Hydrochloride). As a reaction SMILES: [OH-].[Li+].[CH3:3][C:4]1([CH3:52])[C:8](=[O:9])[N:7]([C@@H:10]([CH2:27][CH:28]2[CH2:30][CH2:29]2)[C:11]([NH:13][CH:14]([C:21]2[CH:22]=[N:23][CH:24]=[CH:25][CH:26]=2)[CH2:15][C:16]([O:18]CC)=[O:17])=[O:12])[C:6](=[O:31])[N:5]1[CH2:32][C:33]1[CH:38]=[CH:37][C:36]([NH:39][C:40]([NH:42][C:43]2[CH:48]=[CH:47][CH:46]=[CH:45][C:44]=2[CH3:49])=[O:41])=[C:35]([O:50][CH3:51])[CH:34]=1.[ClH:53]>CO>[ClH:53].[CH3:3][C:4]1([CH3:52])[C:8](=[O:9])[N:7]([C@@H:10]([CH2:27][CH:28]2[CH2:30][CH2:29]2)[C:11]([NH:13][CH:14]([C:21]2[CH:22]=[N:23][CH:24]=[CH:25][CH:26]=2)[CH2:15][C:16]([OH:18])=[O:17])=[O:12])[C:6](=[O:31])[N:5]1[CH2:32][C:33]1[CH:38]=[CH:37][C:36]([NH:39][C:40]([NH:42][C:43]2[CH:48]=[CH:47][CH:46]=[CH:45][C:44]=2[CH3:49])=[O:41])=[C:35]([O:50][CH3:51])[CH:34]=1 |f:0.1,5.6|. Procedure details: 0.82 mL (0.82 mmol) of a 1 M aqueous lithium hydroxide solution was added to a solution of 141 mg (0.206 mmol) of the compound of Example 9 in 7.25 mL of methanol and the reaction mixture was allowed to stand overnight at room temperature. The methanol was then removed in vacuo, the residue was adjusted to pH 2 using 1N hydrochloric acid and the mixture was concentrated in vacuo. The residue was chromatographed over silica gel using dichloromethane/methanol/glacial acetic acid/water (95/5/0.5/0.... Starting materials: S(=O)(=O)(Cl)Cl (Sulphuryl chloride), C(C)(C)(C)C=1C=C(C(=O)OCCC(=O)OC2=CC(=C(C=C2)Cl)NC(CC(=O)C2=CC=C(C=C2)OCCCC)=O)C=C(C1O)C(C)(C)C (2-{3-[3-(4-n-Butoxyphenyl)-3-oxopropanamido]-4-chlorophenylcarboxy}ethyl 3,5-di-t-butyl-4-hydroxybenzoate). Solvent: ClCCl (dichloromethane), ClCCl (dichloromethane). Reaction conditions: time 21 hour. Product: C(CCC)OC1=CC=C(C=C1)C(C(C(=O)NC=1C=C(C=CC1Cl)OC(=O)CCOC(C1=CC(=C(C(=C1)C(C)(C)C)O)C(C)(C)C)=O)Cl)=O (2-{3-[3-(4-n-Butoxyphenyl)-2-chloro-3-oxopropanamido]-4-chlorophenylcarboxy}ethyl-3,5-di-t-butyl-4-hydroxybenzoate). The yield is 99.0%. As a reaction SMILES: S(Cl)([Cl:4])(=O)=O.[C:6]([C:10]1[CH:11]=[C:12]([CH:45]=[C:46]([C:49]([CH3:52])([CH3:51])[CH3:50])[C:47]=1[OH:48])[C:13]([O:15][CH2:16][CH2:17][C:18]([O:20][C:21]1[CH:26]=[CH:25][C:24]([Cl:27])=[C:23]([NH:28][C:29](=[O:44])[CH2:30][C:31]([C:33]2[CH:38]=[CH:37][C:36]([O:39][CH2:40][CH2:41][CH2:42][CH3:43])=[CH:35][CH:34]=2)=[O:32])[CH:22]=1)=[O:19])=[O:14])([CH3:9])([CH3:8])[CH3:7]>ClCCl>[CH2:40]([O:39][C:36]1[CH:35]=[CH:34][C:33]([C:31](=[O:32])[CH:30]([Cl:4])[C:29]([NH:28][C:23]2[CH:22]=[C:21]([O:20][C:18]([CH2:17][CH2:16][O:15][C:13](=[O:14])[C:12]3[CH:11]=[C:10]([C:6]([CH3:7])([CH3:8])[CH3:9])[C:47]([OH:48])=[C:46]([C:49]([CH3:51])([CH3:50])[CH3:52])[CH:45]=3)=[O:19])[CH:26]=[CH:25][C:24]=2[Cl:27])=[O:44])=[CH:38][CH:37]=1)[CH2:41][CH2:42][CH3:43]. Reported procedure: Sulphuryl chloride (4.9 g, 36.2 mmole) in dichloromethane (10 ml) was slowly added to a solution of the 4 equivalent coupler from (f) (24.1 g, 36.2 mmole) in dichloromethane (140 ml). After stirring at room temperature for 21 hours, the volatiles were removed by rotary evaporation. The product was isolated as a yellow oil (25.1 g, 99%) and was used in the next reaction without further purification. The reactants are FC1=CC(=C(NC)C=C1N1CCC(CC1)C(F)(F)F)[N+](=O)[O-] (4-fluoro-N-methyl-2-nitro-5-(4-trifluoromethyl-piperidin-1-yl)aniline). The reagents and catalysts are [Ni] (Ra—Ni). Solvent: C1CCOC1 (THF). Run at time 1 hour. Yields the product FC=1C(=CC(=C(N)C1)NC)N1CCC(CC1)C(F)(F)F (5-Fluoro-2-methylamino-4-(4-trifluoromethyl-piperidin-1-yl)aniline). Reaction SMILES: [F:1][C:2]1[C:9]([N:10]2[CH2:15][CH2:14][CH:13]([C:16]([F:19])([F:18])[F:17])[CH2:12][CH2:11]2)=[CH:8][C:5]([NH:6][CH3:7])=[C:4]([N+:20]([O-])=O)[CH:3]=1>[Ni].C1COCC1>[F:1][C:2]1[C:9]([N:10]2[CH2:15][CH2:14][CH:13]([C:16]([F:19])([F:18])[F:17])[CH2:12][CH2:11]2)=[CH:8][C:5]([NH:6][CH3:7])=[C:4]([CH:3]=1)[NH2:20]. Procedure: A mixture of 4-fluoro-N-methyl-2-nitro-5-(4-trifluoromethyl-piperidin-1-yl)aniline (200 mg, 0.62 mmol), Ra—Ni (4 mg, 0.062 mmol) and THF (30 mL) was shaken under H2 atmosphere (1 atm) at rt for 1 h. The mixture was filtered through celite and the celite pad was further washed with THF. Concentration and crystallization from Et2O/PE gave the sub-title compound. The reactants are NC=1C=CC(=C(C1)C1=CC=C(C=C1)C(=O)NCC1CC1)C (5′-amino-N-(cyclopropylmethyl)-2′-methyl-1,1′-biphenyl-4-carboxamide), N1=C(C=CC=C1)C1=CC=C(S1)C(=O)O (5-(pyrid-2-yl)thiophene-2-carboxylic acid). The product is C1(CC1)CNC(=O)C1=CC=C(C=C1)C1=CC(=CC=C1C)NC(=O)C=1SC(=CC1)C1=NC=CC=C1 (N-(4′-{[(Cyclopropylmethyl)amino]carbonyl}-6-methyl-1,1′-biphenyl-3-yl)-5-(pyrid-2-yl)thiophene-2- carboxamide). Reaction SMILES: [NH2:1][C:2]1[CH:3]=[CH:4][C:5]([CH3:21])=[C:6]([C:8]2[CH:13]=[CH:12][C:11]([C:14]([NH:16][CH2:17][CH:18]3[CH2:20][CH2:19]3)=[O:15])=[CH:10][CH:9]=2)[CH:7]=1.[N:22]1[CH:27]=[CH:26][CH:25]=[CH:24][C:23]=1[C:28]1[S:32][C:31]([C:33](O)=[O:34])=[CH:30][CH:29]=1>>[CH:18]1([CH2:17][NH:16][C:14]([C:11]2[CH:12]=[CH:13][C:8]([C:6]3[C:5]([CH3:21])=[CH:4][CH:3]=[C:2]([NH:1][C:33]([C:31]4[S:32][C:28]([C:23]5[CH:24]=[CH:25][CH:26]=[CH:27][N:22]=5)=[CH:29][CH:30]=4)=[O:34])[CH:7]=3)=[CH:9][CH:10]=2)=[O:15])[CH2:20][CH2:19]1. Reported procedure: N-(4′-{[(Cyclopropylmethyl)amino]carbonyl}-6-methyl-1,1′-biphenyl-3-yl)-5-(pyrid-2-yl)thiophene-2- carboxamide was prepared from 5′-amino-N-(cyclopropylmethyl)-2′-methyl-1,1′-biphenyl-4-carboxamide and 5-(pyrid-2-yl)thiophene-2-carboxylic acid using method D. The product was further purified by preparative HPLC. NMR; δH [2H6]—DMSO 10.29,(1H, s), 8.63,(1H, t), 8.58,(1H, d), 8.02-7.99,(2H, m), 7.94,(2H, d), 7.90-7.86,(2H, m), 7.70,(1H, dd), 7.65,(1H, d), 7.46,(2H, d), 7.35,(1H, m), 7.30,(1H, d), 3... The reactants are CN=C=O, Cc1ccccc1, CCCCCC, COC1(C)CCc2cc(Oc3ccc(N)cc3)ccc2O1. The product is CNC(=O)Nc1ccc(Oc2ccc3c(c2)CCC(C)(OC)O3)cc1. Reaction SMILES: [CH3:1][N:2]=[C:3]=[O:4].[CH3:26][c:27]1[cH:28][cH:29][cH:30][cH:31][cH:32]1.[CH3:33][CH2:34][CH2:35][CH2:36][CH2:37][CH3:38].[CH3:5][O:6][C:7]1([CH3:25])[O:8][c:9]2[c:10]([cH:13][c:14]([O:17][c:18]3[cH:19][cH:20][c:21]([NH2:22])[cH:23][cH:24]3)[cH:15][cH:16]2)[CH2:11][CH2:12]1>>[CH3:1][NH:2][C:3](=[O:4])[NH:22][c:21]1[cH:20][cH:19][c:18]([O:17][c:14]2[cH:13][c:10]3[c:9]([cH:16][cH:15]2)[O:8][C:7]([O:6][CH3:5])([CH3:25])[CH2:12][CH2:11]3)[cH:24][cH:23]1.